Dataset: the Open Reaction Database (ORD), a public repository of structured organic reaction records. Task: describe an organic reaction: reactants, conditions, products, and yield Yields the product N(=[N+]=[N-])C(CC(F)(F)F)C (3-Azido-1,1,1-trifluorobutane). The reactants are FC(CC(C)I)(F)F (1,1,1-Trifluoro-3-iodobutane), [N-]=[N+]=[N-].[Na+] (sodium azide). The solvent is C(C)O (ethanol). Procedure details: 1,1,1-Trifluoro-3-iodobutane (20.00 g, 0.084 mol) was added slowly to a stirred solution of sodium azide (13.00 g, 0.200 mol) in aqueous ethanol (60% ethanol, 200 ml) contained in a 500 ml flask (3-necked) with an argon lute, then refluxed for 11 h. The solution was extracted with ether (250 ml), which was washed and dried, and shown by g.l.c. analysis (2 m D.N.P. at 60°) to contain one major product, 3-azido-1,1,1-trifluorobutane, [approximately 9 g (estimated from g.l.c. analysis), 0.059 mol, ... Reaction SMILES: [F:1][C:2]([F:8])([F:7])[CH2:3][CH:4](I)[CH3:5].[N-:9]=[N+:10]=[N-:11].[Na+]>C(O)C>[N:9]([CH:4]([CH3:5])[CH2:3][C:2]([F:8])([F:7])[F:1])=[N+:10]=[N-:11] |f:1.2|.